Dataset: the Open Reaction Database (ORD), a public repository of structured organic reaction records. Task: describe an organic reaction: reactants, conditions, products, and yield Reaction SMILES: C(O)(=O)C.[Br:5][C:6]1[CH:7]=[N:8][N:9]([CH:11]2[CH2:16][CH2:15][NH:14][CH2:13][CH2:12]2)[CH:10]=1.C(O[C:20]1(O[Si](C)(C)C)[CH2:22][CH2:21]1)C.C([BH3-])#N.[Na+]>CO>[Br:5][C:6]1[CH:7]=[N:8][N:9]([CH:11]2[CH2:16][CH2:15][N:14]([CH:20]3[CH2:22][CH2:21]3)[CH2:13][CH2:12]2)[CH:10]=1 |f:3.4|. The product is BrC=1C=NN(C1)C1CCN(CC1)C1CC1 (4-(4-Bromo-pyrazol-1-yl)-1-cyclopropyl-piperidine). The reactants are BrC=1C=NN(C1)C1CCNCC1 (4-(4-Bromo-pyrazol-1-yl)-piperidine), C(C)OC1(CC1)O[Si](C)(C)C ([(1-ethoxy-1-cyclopropyl)oxy]trimethylsilane), C(C)(=O)O (Acetic acid), C(#N)[BH3-].[Na+] (Sodium cyanoborohydride). Run in CO (MeOH). Procedure details: Acetic acid (1.258 ml, 21.98 mmol) is added dropwise, under stirring at RT, to a solution of 4-(4-Bromo-pyrazol-1-yl)-piperidine (as obtained in preparation 89, 1.686 g, 7.327 mmol) and [(1-ethoxy-1-cyclopropyl)oxy]trimethylsilane (2.210 ml, 10.99 mmol) in MeOH (20 ml). Sodium cyanoborohydride (775 mg, 11.7) is then added in one portion at RT. The mixture is then heated at 60° C. for 3 h. After cooling, the reaction mixture is concentrated in vacuo and the residue dissolved in EtOAc and diluted ... Conditions: temperature 60 celsius. Yields the product C(C)(C)(C)[Si](O[C@H]1CC(NC1)=O)(C)C ((S)-4-(tert-butyl-dimethyl-silanyloxy)-pyrrolidin-2-one). Procedure: Imidazole (93.73 g, 1.26 mol) and tert-butyldimethylsilyl chloride (145.3 g, 0.96 mol) were added to a solution of (S)-4-hydroxy-2-pyrrolidone (92.8 g, 0.92 mol) in dimethylformamide (560 mL). The mixture was then stirred at room temperature for 16 hours, after which time it was poured over ice and an aqueous solution of hydrochloric acid (0.2 M, 300 mL) was added. The mixture was stirred at room temperature for 10 minutes, and then extracted with ethyl acetate (4×500 mL). The combined organic e... Run at time 16 hour. RXN SMILES: N1C=CN=C1.[Si:6](Cl)([C:9]([CH3:12])([CH3:11])[CH3:10])([CH3:8])[CH3:7].[OH:14][C@@H:15]1[CH2:19][NH:18][C:17](=[O:20])[CH2:16]1.Cl>CN(C)C=O>[C:9]([Si:6]([CH3:8])([CH3:7])[O:14][C@@H:15]1[CH2:19][NH:18][C:17](=[O:20])[CH2:16]1)([CH3:12])([CH3:11])[CH3:10]. Reactants: Cl (hydrochloric acid), N1C=NC=C1 (Imidazole), [Si](C)(C)(C(C)(C)C)Cl (tert-butyldimethylsilyl chloride), O[C@H]1CC(NC1)=O ((S)-4-hydroxy-2-pyrrolidone). The yield is 100.9%. The solvent is CN(C=O)C (dimethylformamide).